Dataset: the Open Reaction Database (ORD), a public repository of structured organic reaction records. Task: describe an organic reaction: reactants, conditions, products, and yield Starting materials: C(C)OC(=O)C1N(CCOC1C)CC1=CC=CC=C1 (4-benzyl-2-methyl-morpholine-3-carboxylic acid ethyl ester). The reagents and catalysts are [Pd] (palladium on charcoal). Run in CO (methanol). Reaction conditions: time 5 hour. Product: C(C)OC(=O)C1NCCOC1C (2-methyl-morpholine-3-carboxylic acid ethyl ester). Reaction SMILES: [CH2:1]([O:3][C:4]([CH:6]1[CH:11]([CH3:12])[O:10][CH2:9][CH2:8][N:7]1CC1C=CC=CC=1)=[O:5])[CH3:2]>CO.[Pd]>[CH2:1]([O:3][C:4]([CH:6]1[CH:11]([CH3:12])[O:10][CH2:9][CH2:8][NH:7]1)=[O:5])[CH3:2]. Procedure: A solution of the crude 4-benzyl-2-methyl-morpholine-3-carboxylic acid ethyl ester (Comp. No. 26) obtained in the preceding experiment in methanol (10 ml) was treated with a catalytic amount of palladium on charcoal (10% w/w; 25 mg). The flask was flushed with hydrogen and the hydrogen atmosphere was maintained whilst stirring at room temperature. After 5 h, the catalyst was removed by filtration, the solution was treated with a new amount of palladium on charcoal (10% w/w; 25 mg) and the hydrog... Reactants: CC(C)C(=O)Nc1cccc(C2CCN(CCC(N)c3ccccc3)CC2)c1, O=C(Cl)c1ccccn1. The product is CC(C)C(=O)Nc1cccc(C2CCN(CCC(NC(=O)c3ccccn3)c3ccccc3)CC2)c1. As a reaction SMILES: [NH2:1][CH:2]([CH2:3][CH2:4][N:5]1[CH2:6][CH2:7][CH:8]([c:11]2[cH:12][c:13]([NH:17][C:18]([CH:19]([CH3:20])[CH3:21])=[O:22])[cH:14][cH:15][cH:16]2)[CH2:9][CH2:10]1)[c:23]1[cH:24][cH:25][cH:26][cH:27][cH:28]1.[n:29]1[c:30]([C:35](=[O:36])[Cl:37])[cH:31][cH:32][cH:33][cH:34]1>>[NH:1]([CH:2]([CH2:3][CH2:4][N:5]1[CH2:6][CH2:7][CH:8]([c:11]2[cH:12][c:13]([NH:17][C:18]([CH:19]([CH3:20])[CH3:21])=[O:22])[cH:14][cH:15][cH:16]2)[CH2:9][CH2:10]1)[c:23]1[cH:24][cH:25][cH:26][cH:27][cH:28]1)[C:35]([c:30]1[n:29][cH:34][cH:33][cH:32][cH:31]1)=[O:36]. The reactants are ClCCl, COC(=O)c1cc(F)cnc1C, O=C(OO)c1cccc(Cl)c1. Yields the product COC(=O)c1cc(F)c[n+]([O-])c1C. RXN SMILES: [Cl:24][CH2:25][Cl:26].[F:1][c:2]1[cH:3][n:4][c:5]([CH3:12])[c:6]([C:7](=[O:8])[O:9][CH3:10])[cH:11]1.[OH:13][O:14][C:15]([c:16]1[cH:17][c:18]([Cl:19])[cH:20][cH:21][cH:22]1)=[O:23]>>[F:1][c:2]1[cH:3][n+:4]([O-:13])[c:5]([CH3:12])[c:6]([C:7](=[O:8])[O:9][CH3:10])[cH:11]1. The reactants are C1(CCCC1)(C(=O)OCC)C(=O)OCC (diethyl 1,1-cyclopentane dicarboxylate), [OH-].[K+] (KOH). The solvent is CCO (EtOH), CCO (EtOH). Run at time 96 hour. Yields the product C(C)OC(=O)C1(CCCC1)C(=O)O (1-(Ethoxycarbonyl)cyclopentanecarboxylic acid). Isolated yield 0.1%. RXN SMILES: [C:1]1([C:11]([O:13]CC)=[O:12])([C:6]([O:8][CH2:9][CH3:10])=[O:7])[CH2:5][CH2:4][CH2:3][CH2:2]1.[OH-].[K+]>CCO>[CH2:9]([O:8][C:6]([C:1]1([C:11]([OH:13])=[O:12])[CH2:2][CH2:3][CH2:4][CH2:5]1)=[O:7])[CH3:10] |f:1.2|. Procedure: To a solution of diethyl 1,1-cyclopentane dicarboxylate (2.5 g, 11.68 mol) in EtOH (10 ml) was added dropwise a solution of KOH (654 mg, 11.68 mmol) in EtOH (10 ml) over 1/2 hour. The resulting mixture was stirred at room temperature for 96 hr, concentrated under vacuum, and partitioned between H2O and EtOAc. The aqueous layer was acidified with concentrated HCl and extracted with EtOAc. The EtOAc extracts were washed (brine), dried (Na2SO4), filtered, and concentrated under vacuum to give the p...